This data is from the Open Reaction Database (ORD), a public repository of structured organic reaction records. The task is: describe an organic reaction: reactants, conditions, products, and yield Starting materials: CC(C)O, Nc1ccc(F)c(Cl)c1, COc1cc2ncc(C#N)c(Cl)c2cc1[N+](=O)[O-]. Product: COc1cc2ncc(C#N)c(Nc3ccc(F)c(Cl)c3)c2cc1[N+](=O)[O-]. RXN SMILES: [CH3:28][CH:29]([OH:30])[CH3:31].[Cl:19][c:20]1[cH:21][c:22]([NH2:27])[cH:23][cH:24][c:25]1[F:26].[Cl:1][c:2]1[c:3]([C:17]#[N:18])[cH:4][n:5][c:6]2[cH:7][c:8]([O:15][CH3:16])[c:9]([N+:12](=[O:13])[O-:14])[cH:10][c:11]12>>[c:2]1([NH:27][c:22]2[cH:21][c:20]([Cl:19])[c:25]([F:26])[cH:24][cH:23]2)[c:3]([C:17]#[N:18])[cH:4][n:5][c:6]2[cH:7][c:8]([O:15][CH3:16])[c:9]([N+:12](=[O:13])[O-:14])[cH:10][c:11]12. Starting materials: [OH-].[NH4+] (ammonium hydroxide), C(C1=CC=CC=C1)OC1=C(C=C(C=C1)CCC(=O)O)OC (3-(4-benzyloxy-3-methoxy-phenyl)-propionic acid), TEA, ClC(=O)OCC (ethyl chloroformate). The solvent is C1CCOC1 (THF), C1CCOC1 (THF). Reaction conditions: temperature -15 celsius, time 30 minute. Product: C(C1=CC=CC=C1)OC1=C(C=C(C=C1)CCC(=O)N)OC (3-(4-Benzyloxy-3-methoxy-phenyl)-propionamide). Isolated yield 100.0%. RXN SMILES: [CH2:1]([O:8][C:9]1[CH:14]=[CH:13][C:12]([CH2:15][CH2:16][C:17](O)=[O:18])=[CH:11][C:10]=1[O:20][CH3:21])[C:2]1[CH:7]=[CH:6][CH:5]=[CH:4][CH:3]=1.ClC(OCC)=O.[OH-].[NH4+:29]>C1COCC1>[CH2:1]([O:8][C:9]1[CH:14]=[CH:13][C:12]([CH2:15][CH2:16][C:17]([NH2:29])=[O:18])=[CH:11][C:10]=1[O:20][CH3:21])[C:2]1[CH:7]=[CH:6][CH:5]=[CH:4][CH:3]=1 |f:2.3|. Procedure: To a stirred solution of 3-(4-benzyloxy-3-methoxy-phenyl)-propionic acid (8.38 g, 29.30 mmol) in dry THF (110 ml), under nitrogen, was added TEA (4.5 ml, 32.33 mmol), and the resulting mixture was cooled to −10° C. before ethyl chloroformate (3.1 ml, 32.53 mmol) was added dropwise. After stirring at −10° C. (20 min), ammonium hydroxide (25% in water, 65 ml) in THF (65 ml) was added and the mixture was stirred at −15° C. for 30 min and then at RT for 1.5 h. The reaction mixture was concentrated i...